Dataset: the Open Reaction Database (ORD), a public repository of structured organic reaction records. Task: describe an organic reaction: reactants, conditions, products, and yield The reactants are N(=O)[O-].[Na+] (sodium nitrite), N1CCCCC2=C1C=CC=C2 (2,3,4,5-tetrahydro-1H-1-benzazepine). Solvent: O (water), CC(=O)O (AcOH). Run at temperature 5 celsius, time 1 hour. The product is N(=O)N1CCCCC2=C1C=CC=C2 (1-nitroso-2,3,4,5-tetrahydro-1H-1-benzazepine). The yield is 90.5%. RXN SMILES: [N:1]([O-:3])=O.[Na+].[NH:5]1[C:11]2[CH:12]=[CH:13][CH:14]=[CH:15][C:10]=2[CH2:9][CH2:8][CH2:7][CH2:6]1>O.CC(O)=O>[N:1]([N:5]1[C:11]2[CH:12]=[CH:13][CH:14]=[CH:15][C:10]=2[CH2:9][CH2:8][CH2:7][CH2:6]1)=[O:3] |f:0.1|. Reported procedure: A solution of sodium nitrite (1.35 g, 19.6 mmol) in water (4.0 mL) was added dropwise to a solution of 2,3,4,5-tetrahydro-1H-1-benzazepine (2.40 g, 16.3 mmol) in AcOH (10 mL) at 0-10° C. The mixture was stirred at 5° C. for 10 min, room temperature for 1 h and extracted with CH2Cl2 (3×20 mL). The organic layer was dried (MgSO4), concentrated in vacuo and flash column chromatography (EtOAc:hexane/1:9) gave 1-nitroso-2,3,4,5-tetrahydro-1H-1-benzazepine (2.60 g, 91%) as a brown liquid. 1H NMR (CDCl... Yield: 76.7%. Reactants: COC1=C(C=O)C=C(C=C1)OC (2,5-dimethoxybenzaldehyde), C(CC(=O)C)(=O)OCC (ethyl acetoacetate), C(C)(=O)O (acetic acid). Product: O=C(C(C(=O)OCC)=CC1=C(C=CC(=C1)OC)OC)C (ethyl 3-oxo-2-(2,5-dimethoxyphenylmethylidene)butanoate). Solvent: C1(=CC=CC=C1)C (toluene). RXN SMILES: [CH3:1][O:2][C:3]1[CH:10]=[CH:9][C:8]([O:11][CH3:12])=[CH:7][C:4]=1[CH:5]=O.[C:13]([O:19][CH2:20][CH3:21])(=[O:18])[CH2:14][C:15]([CH3:17])=[O:16].C(O)(=O)C>C1(C)C=CC=CC=1>[O:16]=[C:15]([CH3:17])[C:14](=[CH:5][C:4]1[CH:7]=[C:8]([O:11][CH3:12])[CH:9]=[CH:10][C:3]=1[O:2][CH3:1])[C:13]([O:19][CH2:20][CH3:21])=[O:18]. Reported procedure: A stirred solution of 25.0 grams (0.15 mole) of 2,5-dimethoxybenzaldehyde, 22.0 grams (0.17 mole) of ethyl acetoacetate, 2 mL of pipeddine, and 3 mL of glacial acetic acid in about 250 mL of toluene is placed in a reaction vessel equipped with a Dean-Stark trap, and heated at reflux for about 12 hours. After this time, the reaction mixture is cooled and washed in turn with water, a cold solution of aqueous 10% hydrochloric acid, aqueous 5% sodium bicarbonate, and aqueous 1% acetic acid. The orga...